Dataset: the Open Reaction Database (ORD), a public repository of structured organic reaction records. Task: describe an organic reaction: reactants, conditions, products, and yield Starting materials: [N+](=O)([O-])C1=CC=C(C(=C1)C)S(=O)(=O)O (5-nitro-o-toluenesulfonic acid), [Cl-].[Na+] (sodium chloride). Run in O (water), O (water), O (water), O (water). Run at time 16 hour. Product: [Na+].[N+](=O)([O-])C1=CC=C(C(=C1)C)S(=O)(=O)[O-] (5-nitro-o-toluenesulfonic acid sodium salt). Yield: 84.0%. As a reaction SMILES: [N+:1]([C:4]1[CH:9]=[C:8]([CH3:10])[C:7]([S:11]([OH:14])(=[O:13])=[O:12])=[CH:6][CH:5]=1)([O-:3])=[O:2].[Cl-].[Na+:16]>O>[Na+:16].[N+:1]([C:4]1[CH:9]=[C:8]([CH3:10])[C:7]([S:11]([O-:14])(=[O:12])=[O:13])=[CH:6][CH:5]=1)([O-:3])=[O:2] |f:1.2,4.5|. Procedure details: To a boiling solution of 100 g of 5-nitro-o-toluenesulfonic acid in 110 ml of water is added a solution of 53.6 g of sodium chloride in 150 ml of boiling water. The reaction mixture solidifies and is heated to boiling with the addition of sufficient water to provide solution. Then some of the water is boiled off and the mixture is allowed to stand for 16 hours. The solid formed is collected and dried to yield 92.5 g of 5-nitro-o-toluenesulfonic acid sodium salt. Reactants: NC=1N(N=C2C1C(NC=1C=C(C=C(C21)OCCCC(=O)OC)OC)=O)C2=C(C=CC=C2)C (methyl 4-{[3-amino-7-methoxy-2-(2-methylphenyl)-4-oxo-4,5-dihydro-2H-pyrazolo[4,3-c]quinolin-9-yl]oxy}butanoate), solution, N (ammonia). Run in CO (methanol). Run at time 5 hour. The product is NC=1N(N=C2C1C(NC=1C=C(C=C(C21)OCCCC(=O)N)OC)=O)C2=C(C=CC=C2)C (4-{[3-amino-7-methoxy-2-(2-methylphenyl)-4-oxo-4,5-dihydro-2H-pyrazolo[4,3-c]quinolin-9-yl]oxy}butanamide). RXN SMILES: [NH2:1][C:2]1[N:3]([C:26]2[CH:31]=[CH:30][CH:29]=[CH:28][C:27]=2[CH3:32])[N:4]=[C:5]2[C:14]3[C:13]([O:15][CH2:16][CH2:17][CH2:18][C:19](OC)=[O:20])=[CH:12][C:11]([O:23][CH3:24])=[CH:10][C:9]=3[NH:8][C:7](=[O:25])[C:6]=12.[NH3:33]>CO>[NH2:1][C:2]1[N:3]([C:26]2[CH:31]=[CH:30][CH:29]=[CH:28][C:27]=2[CH3:32])[N:4]=[C:5]2[C:14]3[C:13]([O:15][CH2:16][CH2:17][CH2:18][C:19]([NH2:33])=[O:20])=[CH:12][C:11]([O:23][CH3:24])=[CH:10][C:9]=3[NH:8][C:7](=[O:25])[C:6]=12. Reported procedure: A mixture of methyl 4-{[3-amino-7-methoxy-2-(2-methylphenyl)-4-oxo-4,5-dihydro-2H-pyrazolo[4,3-c]quinolin-9-yl]oxy}butanoate (60 mg) and 2N solution of ammonia in methanol was stirred at room temperature for 5 hours. The reaction mixture was concentrated under reduced pressure, and the residue was purified with column chromatography to obtain the target compound (37 mg). Starting materials: BrC1=C(C=O)C=C(C=C1)O (2-bromo-5-hydroxy-benzaldehyde), C1CCOC1 (THF), C(CCO)O (1,3-propanediol), CC=1C=CC(=CC1)S(=O)(=O)O (TsOH). The solvent is C1=CC=CC=C1 (benzene). The product is BrC1=C(C=C(C=C1)O)C1OCCCO1 (4-Bromo-3-[1,3]dioxan-2-yl-phenol). Reaction SMILES: [Br:1][C:2]1[CH:9]=[CH:8][C:7]([OH:10])=[CH:6][C:3]=1[CH:4]=[O:5].[CH2:11]1C[O:14][CH2:13][CH2:12]1.C(O)CCO.CC1C=CC(S(O)(=O)=O)=CC=1>C1C=CC=CC=1>[Br:1][C:2]1[CH:9]=[CH:8][C:7]([OH:10])=[CH:6][C:3]=1[CH:4]1[O:14][CH2:13][CH2:12][CH2:11][O:5]1. Procedure details: To the solution of 2-bromo-5-methoxy-benzaldehyde (10 g, 46.5 mmol) at −78° C. is added BBr3 (25 g, 93.75 mmol) and allowed to warm to room temperature. After 2 h, the reaction is quenched with water and extracted with ethyl acetate. The combined organic layers are washed with water, brine, dried over MgSO4, concentrated and purified by column chromatography to afford 3.6 g of 2-bromo-5-hydroxy-benzaldehyde. To the solution of 2-bromo-5-hydroxy-benzaldehyde (1.45 g, 7.2 mmol in benzene (30 ml) a...